Task: describe an organic reaction: reactants, conditions, products, and yield. Dataset: the Open Reaction Database (ORD), a public repository of structured organic reaction records Reactants: C1(CCCCC1)C[C@@H](C(=O)O)N1C(C=C(C1)OC1=C(C=CC=C1)OC)=O ((S)-3-cyclohexyl-2-[4-(2-methoxy-phenoxy)-2-oxo-2,5-dihydro-pyrrol-1-yl)-propionic acid), CN(CCCN=C=NCC)C (1-(3-dimethylaminopropyl)-3-ethylcarbodiimide), ON1N=NC2=C1C=CC=C2 (1-hydroxybenzotriazole), NC1=NN(C=C1)CC(C)(O)C (1-(3-amino-pyrazol-1-yl)-2-methyl-propan-2-ol). Run in ClCCl (dichloromethane), ClCCl (dichloromethane). Reaction conditions: temperature 25 celsius, time 2 hour. Product: C1(CCCCC1)C[C@@H](C(=O)NC1=NN(C=C1)CC(C)(C)O)N1C(C=C(C1)OC1=C(C=CC=C1)OC)=O ((S)-3-cyclohexyl-N-[1-(2-hydroxy-2-methyl-propyl)-1H-pyrazol-3-yl]-2-[4-(2-methoxy-phenoxy)-2-oxo-2,5-dihydro-pyrrol-1-yl)-propionamide). Yield: 38.7%. Reaction SMILES: [CH:1]1([CH2:7][C@H:8]([N:12]2[CH2:16][C:15]([O:17][C:18]3[CH:23]=[CH:22][CH:21]=[CH:20][C:19]=3[O:24][CH3:25])=[CH:14][C:13]2=[O:26])[C:9](O)=[O:10])[CH2:6][CH2:5][CH2:4][CH2:3][CH2:2]1.CN(C)CCCN=C=NCC.ON1C2C=CC=CC=2N=N1.[NH2:48][C:49]1[CH:53]=[CH:52][N:51]([CH2:54][C:55]([CH3:58])([OH:57])[CH3:56])[N:50]=1>ClCCl>[CH:1]1([CH2:7][C@H:8]([N:12]2[CH2:16][C:15]([O:17][C:18]3[CH:23]=[CH:22][CH:21]=[CH:20][C:19]=3[O:24][CH3:25])=[CH:14][C:13]2=[O:26])[C:9]([NH:48][C:49]2[CH:53]=[CH:52][N:51]([CH2:54][C:55]([OH:57])([CH3:56])[CH3:58])[N:50]=2)=[O:10])[CH2:6][CH2:5][CH2:4][CH2:3][CH2:2]1. Procedure: A solution of (S)-3-cyclohexyl-2-[4-(2-methoxy-phenoxy)-2-oxo-2,5-dihydro-pyrrol-1-yl)-propionic acid (375 mg, 1.04 mmol) in dichloromethane (15 mL) was treated with 1-(3-dimethylaminopropyl)-3-ethylcarbodiimide (164 mg, 1.06 mmol) and 1-hydroxybenzotriazole (150 mg, 2.00 mmol). The reaction mixture was stirred at 25° C. for 2 h followed by the addition of 1-(3-amino-pyrazol-1-yl)-2-methyl-propan-2-ol (prepared in U.S. Pat. Appl. US2008021032 Example 80, 178 mg, 1.15 mmol). The reaction mixture ... Starting materials: C[Si](C)(C)[N-][Si](C)(C)C.[Li+] (lithium bis(trimethylsilyl)amide), C1(=CC=CC=C1)C(C(=O)OC)C (methyl 2-phenylpropionate), CN(P(N(C)C)(N(C)C)=O)C (hexamethylphosphoric triamide), BrCC1CCCC1 (bromomethylcyclopentane). The solvent is O1CCCC1 (tetrahydrofuran). Reaction conditions: temperature 0 celsius, time 2 hour. The product is C1(CCCC1)CC(C(=O)OC)(C1=CC=CC=C1)C (Methyl 3-cyclopentyl-2-methyl-2-phenylpropanoate). Isolated yield 184.2%. Reaction SMILES: C[Si]([N-][Si](C)(C)C)(C)C.[Li+].[C:11]1([CH:17]([CH3:22])[C:18]([O:20][CH3:21])=[O:19])[CH:16]=[CH:15][CH:14]=[CH:13][CH:12]=1.CN(C)P(=O)(N(C)C)N(C)C.Br[CH2:35][CH:36]1[CH2:40][CH2:39][CH2:38][CH2:37]1>O1CCCC1>[CH:36]1([CH2:35][C:17]([CH3:22])([C:11]2[CH:16]=[CH:15][CH:14]=[CH:13][CH:12]=2)[C:18]([O:20][CH3:21])=[O:19])[CH2:40][CH2:39][CH2:38][CH2:37]1 |f:0.1|. Procedure: A solution of lithium bis(trimethylsilyl)amide (1M in tetrahydrofuran, 3.04 mL, 3.04 mmol, 1 equiv) under a N2 atmosphere was cooled to 0° C. and treated with a solution of methyl 2-phenylpropionate (0.500 g, 3.04 mmol, 1 equiv) in dry tetrahydrofuran (2 mL). The reaction was stirred at 0° C. for 2 hrs, then cooled to −78° C. and treated with hexamethylphosphoric triamide (0.4 mL) and bromomethylcyclopentane (0.745 g, 4.568 mmol, 1.5 equiv). Stirred the reaction at −78° C. and allowed the bath t...